This data is from the Open Reaction Database (ORD), a public repository of structured organic reaction records. The task is: describe an organic reaction: reactants, conditions, products, and yield The reactants are [Br-] (bromide), CNC (dimethylamine), OCCCN1C(C2=C(CC1)C(=NN2C2=CC=C(C=C2)OC)C(F)(F)F)=O (6-(3-Hydroxy-propyl)-1-(4-methoxy-phenyl)-3-trifluoromethyl-1,4,5,6-tetrahydro-pyrazolo[3,4-c]pyridin-7-one), P(Br)(Br)Br (phosphorus tribromide). Run in C(Cl)Cl (methylene chloride), C(Cl)Cl (methylene chloride). Reaction conditions: time 2 hour. The product is CN(CCCN1C(C2=C(CC1)C(=NN2C2=CC=C(C=C2)OC)C(F)(F)F)=O)C (6-(3-Dimethylamino-propyl)-1-(4-methoxy-phenyl)-3-trifluoromethyl-1,4,5,6-tetrahydro-pyrazolo[3,4-c]pyridin-7-one). Yield: 32.0%. As a reaction SMILES: O[CH2:2][CH2:3][CH2:4][N:5]1[CH2:10][CH2:9][C:8]2[C:11]([C:22]([F:25])([F:24])[F:23])=[N:12][N:13]([C:14]3[CH:19]=[CH:18][C:17]([O:20][CH3:21])=[CH:16][CH:15]=3)[C:7]=2[C:6]1=[O:26].P(Br)(Br)Br.[Br-].[CH3:32][NH:33][CH3:34]>C(Cl)Cl>[CH3:32][N:33]([CH3:34])[CH2:2][CH2:3][CH2:4][N:5]1[CH2:10][CH2:9][C:8]2[C:11]([C:22]([F:23])([F:25])[F:24])=[N:12][N:13]([C:14]3[CH:15]=[CH:16][C:17]([O:20][CH3:21])=[CH:18][CH:19]=3)[C:7]=2[C:6]1=[O:26]. Procedure: Part B: 6-(3-Hydroxy-propyl)-1-(4-methoxy-phenyl)-3-trifluoromethyl-1,4,5,6-tetrahydro-pyrazolo[3,4-c]pyridin-7-one (0.200 g, 0.542 mmol) and phosphorus tribromide (0.077 mL, 0.812 mmol) were dissolved in methylene chloride (20 mL) and stirred at rt for 2 hr. The reaction was quenched with water (100 mL), extracted with methylene chloride (3×100 mL), washed with saturated NaHCO3 (1×100 mL), washed with brine (1×100 mL), dried over Na2So4, and concentrated to afford 0.096 g (41%). The bromide int... Starting materials: Cc1cncc2cccc(N)c12, O=N[O-], N, [Na+], O, O=S(=O)(O)O. The product is Cc1cncc2cccc(O)c12. RXN SMILES: [CH3:1][c:2]1[cH:3][n:4][cH:5][c:6]2[cH:7][cH:8][cH:9][c:10]([NH2:12])[c:11]12.[N:13](=[O:14])[O-:15].[NH3:18].[Na+:16].[OH2:17].[S:19](=[O:20])(=[O:21])([OH:22])[OH:23]>>[CH3:1][c:2]1[cH:3][n:4][cH:5][c:6]2[cH:7][cH:8][cH:9][c:10]([OH:14])[c:11]12. Reactants: ClC=1C(=NC(=NC1)NC=1C=CC2=C(CCC(CC2)N2CCOCC2)C1)NC1=C(C=C(C=C1)OC)N1N=CC=C1 (5-Chloro-N*4*-(4-methoxy-2-pyrazol-1-yl-phenyl)-N*2*-(7-morpholin-4-yl-6,7,8,9-tetrahydro-5H-benzocyclohepten-2-yl)-pyrimidine-2,4-diamine), alcohol, NC=1C=CC2=C(CCC(CC2)O)C1 (2-Amino-6,7,8,9-tetrahydro-5H-benzocyclohepten-7-ol). The product is ClC=1C(=NC(=NC1)NC=1C=CC2=C(CCC(CC2)O)C1)NC1=C(C=C(C=C1)OC)N1N=CC=C1 (2-[5-Chloro-4-(4-methoxy-2-pyrazol-1-yl-phenylamino)-pyrimidin-2-ylamino]-6,7,8,9-tetrahydro-5H-benzocyclohepten-7-ol). As a reaction SMILES: [Cl:1][C:2]1[C:3]([NH:26][C:27]2[CH:32]=[CH:31][C:30]([O:33][CH3:34])=[CH:29][C:28]=2[N:35]2[CH:39]=[CH:38][CH:37]=[N:36]2)=[N:4][C:5]([NH:8][C:9]2[CH:10]=[CH:11][C:12]3[CH2:18][CH2:17][CH:16](N4CCOCC4)[CH2:15][CH2:14][C:13]=3[CH:25]=2)=[N:6][CH:7]=1.NC1C=CC2CCC([OH:51])CCC=2C=1>>[Cl:1][C:2]1[C:3]([NH:26][C:27]2[CH:32]=[CH:31][C:30]([O:33][CH3:34])=[CH:29][C:28]=2[N:35]2[CH:39]=[CH:38][CH:37]=[N:36]2)=[N:4][C:5]([NH:8][C:9]2[CH:10]=[CH:11][C:12]3[CH2:18][CH2:17][CH:16]([OH:51])[CH2:15][CH2:14][C:13]=3[CH:25]=2)=[N:6][CH:7]=1. Procedure details: The desired product was also isolated from Example 622, as starting material 7-Morpholin-4-yl-6,7,8,9-tetrahydro-5H-benzocyclo hepten-2-ylamine of Example 622 was contaminated with a small amount of its respective alcohol, 2-Amino-6,7,8,9-tetrahydro-5H-benzocyclohepten-7-ol. The product 2-[5-Chloro-4-(4-methoxy-2-pyrazol-1-yl-phenylamino)-pyrimidin-2-ylamino]-6,7,8,9-tetrahydro-5H-benzocyclohepten-7-ol was isolated as a lyophylate (10%); 1H NMR (400 MHz, DMSO-d6) δ 9.79 (s, 1H), 9.23 (s, 1H), 8.... Starting materials: CC(C)(C)OC(=O)N1CCC(n2ncc3c(Cl)ncnc32)CC1, CN(C)C=O, N#Cc1ccc(O)cc1F. Product: CC(C)(C)OC(=O)N1CCC(n2ncc3c(Oc4ccc(C#N)c(F)c4)ncnc32)CC1. RXN SMILES: [C:1]([CH3:2])([CH3:3])([CH3:4])[O:5][C:6](=[O:7])[N:8]1[CH2:9][CH2:10][CH:11]([n:14]2[n:15][cH:16][c:17]3[c:18]2[n:19][cH:20][n:21][c:22]3[Cl:23])[CH2:12][CH2:13]1.[CH3:34][N:35]([CH3:36])[CH:37]=[O:38].[F:24][c:25]1[c:26]([C:27]#[N:28])[cH:29][cH:30][c:31]([OH:33])[cH:32]1>>[C:1]([CH3:2])([CH3:3])([CH3:4])[O:5][C:6](=[O:7])[N:8]1[CH2:9][CH2:10][CH:11]([n:14]2[n:15][cH:16][c:17]3[c:18]2[n:19][cH:20][n:21][c:22]3[O:33][c:31]2[cH:30][cH:29][c:26]([C:27]#[N:28])[c:25]([F:24])[cH:32]2)[CH2:12][CH2:13]1. The reactants are C(C1=CC=CC=C1)OC([C@@H](NC(=O)OC(C)(C)C)CC(=O)O)=O (N-(tert-butoxycarbonyl)-L-aspartic acid 1-benzyl ester), N1CCCCC1 (piperidine), CN1CCOCC1 (N-methylmorpholine), CN(C)C(=[N+](C)C)ON1C2=C(C=CC=C2)N=N1.[B-](F)(F)(F)F (TBTU). Solvent: C(C)#N (acetonitrile). Product: C(C1=CC=CC=C1)OC([C@@H](NC(=O)OC(C)(C)C)CC(=O)O)=O.N1CCC(CC1)C(=O)N (N-(tert-butoxycarbonyl)-L-aspartic acid 1-benzyl ester 4-piperidinamide). Reaction SMILES: [CH2:1]([O:8][C:9](=[O:23])[C@H:10]([CH2:19][C:20]([OH:22])=[O:21])[NH:11][C:12]([O:14][C:15]([CH3:18])([CH3:17])[CH3:16])=[O:13])[C:2]1[CH:7]=[CH:6][CH:5]=[CH:4][CH:3]=1.[NH:24]1[CH2:29][CH2:28][CH2:27][CH2:26][CH2:25]1.CN1CCOCC1.C[N:38]([C:40]([O:44]N1N=NC2C=CC=CC1=2)=[N+](C)C)C.[B-](F)(F)(F)F>C(#N)C>[CH2:1]([O:8][C:9](=[O:23])[C@H:10]([CH2:19][C:20]([OH:22])=[O:21])[NH:11][C:12]([O:14][C:15]([CH3:17])([CH3:18])[CH3:16])=[O:13])[C:2]1[CH:7]=[CH:6][CH:5]=[CH:4][CH:3]=1.[NH:24]1[CH2:29][CH2:28][CH:27]([C:40]([NH2:38])=[O:44])[CH2:26][CH2:25]1 |f:3.4,6.7|. Procedure: A solution of N-(tert-butoxycarbonyl)-L-aspartic acid 1-benzyl ester (1 g) and piperidine (0.32 mL) in acetonitrile (15 mL) was allowed to react with N-methylmorpholine (0.42 mL) and TBTU (1.2 g) for 6 hr at room temperature. The solvent was removed and the residue, dissolved in EtOAc, was sequentially washed with 2% aqueous hydrochloric acid, saturated aq. NaHCO3 and brine. After drying (Na2SO4) and rotoevaporation, the resulting yellowish oil was purified by flash chromatography over silica to...